Dataset: the Open Reaction Database (ORD), a public repository of structured organic reaction records. Task: describe an organic reaction: reactants, conditions, products, and yield Reactants: NC1=C(C=C(C=C1)C(C)=O)Br (4'-amino-3'bromoacetophenone), cuprous cyanide, CN(C=O)C (dimethylformamide), solution, ferric chloride, O (water). The solvent is ClCCl (dichloromethane). Reaction conditions: time 20 minute. The product is C(C)(=O)C1=CC=C(C(C#N)=C1)N (5-Acetylanthranilonitrile). RXN SMILES: [NH2:1][C:2]1[CH:7]=[CH:6][C:5]([C:8](=[O:10])[CH3:9])=[CH:4][C:3]=1Br.[CH3:12][N:13](C)C=O.O>ClCCl>[C:8]([C:5]1[CH:4]=[C:3]([C:12]#[N:13])[C:2]([NH2:1])=[CH:7][CH:6]=1)(=[O:10])[CH3:9]. Reported procedure: A stirred mixture of 35.5 g of 4'-amino-3'bromoacetophenone, 17.8 g of cuprous cyanide and 180 ml of dry dimethylformamide was heated at reflux, under nitrogen for 6 hours. After cooling, the mixture was treated with 180 ml of a solution of ferric chloride (prepared from 400 g of ferric chloride hexahydrate, 100 ml of concentrated hydrochloric acid and 600 ml of water) and stirred for 20 minutes at 60°-70° C. A 500 ml portion of water and 400 ml of dichloromethane were added. To facilitate phase...